This data is from the Open Reaction Database (ORD), a public repository of structured organic reaction records. The task is: describe an organic reaction: reactants, conditions, products, and yield Procedure details: To a solution of 4-(1H-Indol-5-yloxy)-5-methyl-5,7-dihydro-pyrrolo[3,4-d]pyrimidine-6-carboxylic acid tert-butyl ester (400 mg, 1.092 mmol) in THF (10 mL) at 0° C., sodium hydride (74.2 mg, 1.856 mmol, 60% in mineral oil) is added. After 10 min, 1-isocyanato-3-trifluoromethyl-benzene (0.314 ml, 2.183 mmol) is added and the reaction is allowed to reach rt. After 2 h, a saturated solution of NH4Cl in water (5 mL) is added. The organics are extracted with EtOAc (×3), dried and evaporated to give th... RXN SMILES: [C:1]([O:5][C:6]([N:8]1[CH:16]([CH3:17])[C:15]2[C:14]([O:18][C:19]3[CH:20]=[C:21]4[C:25](=[CH:26][CH:27]=3)[NH:24][CH:23]=[CH:22]4)=[N:13][CH:12]=[N:11][C:10]=2[CH2:9]1)=[O:7])([CH3:4])([CH3:3])[CH3:2].[H-].[Na+].[N:30]([C:33]1[CH:38]=[CH:37][CH:36]=[C:35]([C:39]([F:42])([F:41])[F:40])[CH:34]=1)=[C:31]=[O:32].[NH4+].[Cl-]>C1COCC1.O>[C:1]([O:5][C:6]([N:8]1[CH:16]([CH3:17])[C:15]2[C:14]([O:18][C:19]3[CH:20]=[C:21]4[C:25](=[CH:26][CH:27]=3)[N:24]([C:31](=[O:32])[NH:30][C:33]3[CH:38]=[CH:37][CH:36]=[C:35]([C:39]([F:40])([F:42])[F:41])[CH:34]=3)[CH:23]=[CH:22]4)=[N:13][CH:12]=[N:11][C:10]=2[CH2:9]1)=[O:7])([CH3:2])([CH3:3])[CH3:4] |f:1.2,4.5|. Run at time 10 minute. Run in O (water), C1CCOC1 (THF). Yields the product C(C)(C)(C)OC(=O)N1CC=2N=CN=C(C2C1C)OC=1C=C2C=CN(C2=CC1)C(NC1=CC(=CC=C1)C(F)(F)F)=O (5-methyl-4-[1-(3-trifluoromethyl-phenylcarbamoyl)-1H-indol-5-yloxy]-5,7-dihydro-pyrrolo[3,4-d]pyrimidine-6-carboxylic acid tert-butyl ester). Starting materials: [NH4+].[Cl-] (NH4Cl), C(C)(C)(C)OC(=O)N1CC=2N=CN=C(C2C1C)OC=1C=C2C=CNC2=CC1 (4-(1H-Indol-5-yloxy)-5-methyl-5,7-dihydro-pyrrolo[3,4-d]pyrimidine-6-carboxylic acid tert-butyl ester), [H-].[Na+] (sodium hydride), N(=C=O)C1=CC(=CC=C1)C(F)(F)F (1-isocyanato-3-trifluoromethyl-benzene).